Dataset: the Open Reaction Database (ORD), a public repository of structured organic reaction records. Task: describe an organic reaction: reactants, conditions, products, and yield The reactants are CCCCC(CC(=O)Nc1cc(C(=O)O)ccc1C(C)(C)C)c1ccc(OC)cc1OC, CC(C)C(N)=O. Product: CCCCC(CC(=O)Nc1cc(C(=O)NC(=O)C(C)C)ccc1C(C)(C)C)c1ccc(OC)cc1OC. As a reaction SMILES: [C:7]([CH3:8])([CH3:9])([CH3:10])[c:11]1[c:12]([NH:20][C:21]([CH2:22][CH:23]([CH2:24][CH2:25][CH2:26][CH3:27])[c:28]2[c:29]([O:36][CH3:37])[cH:30][c:31]([O:34][CH3:35])[cH:32][cH:33]2)=[O:38])[cH:13][c:14]([C:17](=[O:18])[OH:19])[cH:15][cH:16]1.[CH3:1][CH:2]([C:3](=[O:4])[NH2:5])[CH3:6]>>[CH3:1][CH:2]([C:3](=[O:4])[NH:5][C:17]([c:14]1[cH:13][c:12]([NH:20][C:21]([CH2:22][CH:23]([CH2:24][CH2:25][CH2:26][CH3:27])[c:28]2[c:29]([O:36][CH3:37])[cH:30][c:31]([O:34][CH3:35])[cH:32][cH:33]2)=[O:38])[c:11]([C:7]([CH3:8])([CH3:9])[CH3:10])[cH:16][cH:15]1)=[O:19])[CH3:6]. Reactants: CO, CCOC(=O)c1nn(Cc2ccccc2F)c2ncccc12, N. The product is NC(=O)c1nn(Cc2ccccc2F)c2ncccc12. RXN SMILES: [CH3:24][OH:25].[F:1][c:2]1[c:3]([CH2:4][n:5]2[n:6][c:7]([C:14](=[O:15])[O:16][CH2:17][CH3:18])[c:8]3[c:9]2[n:10][cH:11][cH:12][cH:13]3)[cH:19][cH:20][cH:21][cH:22]1.[NH3:23]>>[F:1][c:2]1[c:3]([CH2:4][n:5]2[n:6][c:7]([C:14](=[O:15])[NH2:23])[c:8]3[c:9]2[n:10][cH:11][cH:12][cH:13]3)[cH:19][cH:20][cH:21][cH:22]1. Reactants: COc1cc(CC(=O)OC(C)(C)C)ccc1NC(=O)C1NC(CC(C)(C)C)C2(C(=O)Nc3cc(Cl)ccc32)C1c1cccc(Cl)c1F, ClCCl, O=C(O)C(F)(F)F. Yields the product COc1cc(CC(=O)O)ccc1NC(=O)C1NC(CC(C)(C)C)C2(C(=O)Nc3cc(Cl)ccc32)C1c1cccc(Cl)c1F. As a reaction SMILES: [C:1]([CH3:2])([CH3:3])([CH3:4])[O:5][C:6]([CH2:7][c:8]1[cH:9][c:10]([O:45][CH3:46])[c:11]([NH:14][C:15](=[O:16])[CH:17]2[CH:18]([c:37]3[c:38]([F:44])[c:39]([Cl:43])[cH:40][cH:41][cH:42]3)[C:19]3([C:20](=[O:29])[NH:21][c:22]4[cH:23][c:24]([Cl:28])[cH:25][cH:26][c:27]43)[CH:30]([CH2:32][C:33]([CH3:34])([CH3:35])[CH3:36])[NH:31]2)[cH:12][cH:13]1)=[O:47].[Cl:55][CH2:56][Cl:57].[OH:48][C:49]([C:50]([F:51])([F:52])[F:53])=[O:54]>>[O:5]=[C:6]([CH2:7][c:8]1[cH:9][c:10]([O:45][CH3:46])[c:11]([NH:14][C:15](=[O:16])[CH:17]2[CH:18]([c:37]3[c:38]([F:44])[c:39]([Cl:43])[cH:40][cH:41][cH:42]3)[C:19]3([C:20](=[O:29])[NH:21][c:22]4[cH:23][c:24]([Cl:28])[cH:25][cH:26][c:27]43)[CH:30]([CH2:32][C:33]([CH3:34])([CH3:35])[CH3:36])[NH:31]2)[cH:12][cH:13]1)[OH:47]. Reactants: C1(=CC=C(C=C1)S(=O)(=O)NC(COS(=O)(=O)C1=CC=C(C=C1)C)CC)C.Br.Br.Br.C(C)C1NCCNC(CNC1)CC (2,6-Diethyl-1,4,7-triazacyclononane trihydrobromide 2-(p-toluenesulfonylamino)-1-(p-toluenesulfonyloxy) butane), C([O-])([O-])=O.[K+].[K+] (potassium carbonate). Yields the product tri-p-toluenesulfonyl, C1(=CC=C(C=C1)S(=O)(=O)CCCCNCCCC)C (p-toluenesulfonyl-5-azanonane). As a reaction SMILES: C1(C)C=CC(S(NC(CC)CO[S:14]([C:17]2[CH:22]=[CH:21][C:20]([CH3:23])=[CH:19][CH:18]=2)(=[O:16])=[O:15])(=O)=O)=CC=1.Br.Br.Br.[CH2:30]([CH:32]1[CH2:40][NH:39][CH2:38][CH:37]([CH2:41][CH3:42])NCCN1)[CH3:31].C(=O)([O-])[O-].[K+].[K+]>>[C:20]1([CH3:23])[CH:19]=[CH:18][C:17]([S:14]([CH2:42][CH2:41][CH2:37][CH2:38][NH:39][CH2:40][CH2:32][CH2:30][CH3:31])(=[O:15])=[O:16])=[CH:22][CH:21]=1 |f:0.1.2.3.4,5.6.7|. Procedure details: 1.1.7 2,6-Diethyl-1,4,7-triazacyclononane trihydrobromide 2-(p-toluenesulfonylamino)-1-(p-toluenesulfonyloxy) butane (1.1.8) and ammonium hydroxide were reacted to form 2-(p-toluenesulfonamino)-1-aminobutane (1.1.9). This was reacted with 2-(p-toluenesulfonylamino)-1-(p-toluenesulfonyloxy)butane (1.1.8) and potassium carbonate. The 3,7 bis(p-toluenesulfonylamino)-5-azanonane (1.1.10) product was purified by chromatography and reacted with p-toluenesulfonyl chloride to obtain the corresponding tr... The reactants are C1(=CC=CC=C1)S(=O)(=O)N1C=CC=2C1=NC=C(C2N[C@@H]2CC[C@H](CC2)COC)[N+](=O)[O-] (trans (1-benzenesulfonyl-5-nitro-1H-pyrrolo[2,3-b]pyridin-4-yl)-(4-methoxymethyl-cyclohexyl)-amine). Solvent: CO.O (methanol water). Yield: 100.0%. Procedure: A mixture of trans (1-benzenesulfonyl-5-nitro-1H-pyrrolo[2,3-b]pyridin-4-yl)-(4-methoxymethyl-cyclohexyl)-amine (1.92 g, 4.32 mmol), iron powder (0.96 g, 17.3 mmol) ammonium chloride (1.39 g, 26.0 mmol) and methanol/water (90 mL, 3:1) was stirred and heated at reflux for 1 hour. The cooled mixture was filtered through a pad of Celite® washing the filter cake with methanol. The combined filtrate was concentrated to dryness and the residue dissolved in DCM then purified by column chromatography on... Reagents/catalysts: [Fe] (iron). Reaction SMILES: [C:1]1([S:7]([N:10]2[C:14]3=[N:15][CH:16]=[C:17]([N+:29]([O-])=O)[C:18]([NH:19][C@H:20]4[CH2:25][CH2:24][C@H:23]([CH2:26][O:27][CH3:28])[CH2:22][CH2:21]4)=[C:13]3[CH:12]=[CH:11]2)(=[O:9])=[O:8])[CH:6]=[CH:5][CH:4]=[CH:3][CH:2]=1>[Fe].CO.O>[C:1]1([S:7]([N:10]2[C:14]3=[N:15][CH:16]=[C:17]([NH2:29])[C:18]([NH:19][C@H:20]4[CH2:21][CH2:22][C@H:23]([CH2:26][O:27][CH3:28])[CH2:24][CH2:25]4)=[C:13]3[CH:12]=[CH:11]2)(=[O:8])=[O:9])[CH:2]=[CH:3][CH:4]=[CH:5][CH:6]=1 |f:2.3|. Product: C1(=CC=CC=C1)S(=O)(=O)N1C=CC=2C1=NC=C(C2N[C@@H]2CC[C@H](CC2)COC)N (trans 1-benzenesulfonyl-N*4*-(4-methoxymethyl-cyclohexyl)-1H-pyrrolo[2,3-b]pyridine-4,5-diamine). Product: FC(C(O)C1=CC=C(C=C1)N1C(C2(CCC3(OCCO3)CC2)CC1)=O)(C)F (10-[4-(2,2-Difluoro-1-hydroxy-propyl)-phenyl]-1,4-dioxa-10-aza-dispiro[4.2.4.2]tetradecan-9-one). RXN SMILES: [O:1]1[C:5]2([CH2:15][CH2:14][C:8]3([CH2:12][CH2:11][NH:10][C:9]3=[O:13])[CH2:7][CH2:6]2)[O:4][CH2:3][CH2:2]1.Br[C:17]1[CH:22]=[CH:21][C:20]([CH:23]([OH:28])[C:24]([F:27])([F:26])[CH3:25])=[CH:19][CH:18]=1>>[F:26][C:24]([F:27])([CH3:25])[CH:23]([C:20]1[CH:19]=[CH:18][C:17]([N:10]2[CH2:11][CH2:12][C:8]3([CH2:14][CH2:15][C:5]4([O:4][CH2:3][CH2:2][O:1]4)[CH2:6][CH2:7]3)[C:9]2=[O:13])=[CH:22][CH:21]=1)[OH:28]. The reactants are O1CCOC12CCC1(C(NCC1)=O)CC2 (1,4-Dioxa-10-aza-dispiro[4.2.4.2]tetradecan-9-one), BrC1=CC=C(C=C1)C(C(C)(F)F)O (1-(4-bromo-phenyl)-2,2-difluoro-propan-1-ol), crude product. Procedure details: The title compound was prepared in analogy to example 133, step 4 from 1,4-dioxa-10-aza-dispiro[4.2.4.2]tetradecan-9-one (0.8 g) (described in example 133 step 3) and 1-(4-bromo-phenyl)-2,2-difluoro-propan-1-ol (1.14 g) (synthesis: R. Mogi, et al, Journal of Fluorine Chemistry; 10; 2007; p 1098) and the crude product was directly used in the next step. Starting materials: O1C(=CC=C1)C(C=CC1=CC=NC=C1)=O (2-Furyl-3-(4-pyridyl)-2-propene-1-one), C(C)(=O)C1CCCCC1 (acetylcyclohexane). Yields the product C1(CCCCC1)C(C=CC1=CC=NC=C1)=O (1-Cyclohexyl-3-(4-pyridyl)-2-propene-1-one). Reaction SMILES: O1[CH:5]=[CH:4][CH:3]=[C:2]1[C:6](=[O:15])[CH:7]=[CH:8][C:9]1[CH:14]=[CH:13][N:12]=[CH:11][CH:10]=1.[C:16](C1CCCCC1)(=O)[CH3:17]>>[CH:2]1([C:6](=[O:15])[CH:7]=[CH:8][C:9]2[CH:14]=[CH:13][N:12]=[CH:11][CH:10]=2)[CH2:17][CH2:16][CH2:5][CH2:4][CH2:3]1. Procedure: 1-(2-Furyl-3-(4-pyridyl)-2-propene-1-one: MS (m/z): 200.0 (M+H)+ ; C12H9NO2 requir. 199.2. 1-Cyclohexyl-3-(4-pyridyl)-2-propene-1-one was prepared in the same way using acetylcyclohexane: MS (m/z): 216.2 (M+H)+ ; C14H17NO requir. 215.3.